This data is from the Open Reaction Database (ORD), a public repository of structured organic reaction records. The task is: describe an organic reaction: reactants, conditions, products, and yield The reactants are BrC=1C=C2C=CC(OC2=CC1)(C)C (6-Bromo-2,2-dimethyl-2H-chromene), C(CCC)[Li] (n-butyl lithium), C12C(C3C(C=C1)S3)S2 (Benzene disulfide). Solvent: C1CCOC1 (THF), C1CCOC1 (THF). Conditions: temperature -78 celsius, time 30 minute. The product is CC1(OC2=CC=C(C=C2C=C1)SC1=CC=CC=C1)C (2,2-Dimethyl-6-phenylsulfanyl-2H-chromene). Reaction SMILES: Br[C:2]1[CH:3]=[C:4]2[C:9](=[CH:10][CH:11]=1)[O:8][C:7]([CH3:13])([CH3:12])[CH:6]=[CH:5]2.C([Li])CCC.[CH:19]12S[CH:20]1[CH:21]1[S:25][CH:22]1[CH:23]=[CH:24]2>C1COCC1>[CH3:12][C:7]1([CH3:13])[CH:6]=[CH:5][C:4]2[C:9](=[CH:10][CH:11]=[C:2]([S:25][C:22]3[CH:23]=[CH:24][CH:19]=[CH:20][CH:21]=3)[CH:3]=2)[O:8]1. Reported procedure: 6-Bromo-2,2-dimethyl-2H-chromene (10 mmoL) in THF (20 mL) was treated with n-butyl lithium (15 mmoL) dropwise at −78° C. The resulting solution was stirred at −78° C. for 30 min. Benzene disulfide (10 mmoL) in THF (10 mL) was then added dropwise into the reaction over about 15 min. The reaction mixture was kept at −78° C. and slowly warmed to room temperature over 2 hrs. The solvent was removed and the residue was partitioned between diethyl ether and water. The combined organic layer was washed... The reactants are FC1=CC=C(C=C1)C(=C(CBr)C1=NN=NN1C)C1=CC=C(C=C1)F (3,3-bis(4-fluorophenyl)-1-bromo-2-(1-methyl-1H-tetrazol-5-yl)-2-propene), C1(=CC=CC=C1)P(C1=CC=CC=C1)C1=CC=CC=C1 (triphenylphosphine). Solvent: C1CCCCC1 (cyclohexane). Run at time 1 hour. The product is [Br-].FC1=CC=C(C=C1)C(=C(C[P+](C1=CC=CC=C1)(C1=CC=CC=C1)C1=CC=CC=C1)C1=NN=NN1C)C1=CC=C(C=C1)F ([1,1-Bis(4-fluorophenyl)-2-(1-methyl-1H-tetrazol-5-yl)-1-propen-3-yl]triphenylphosphonium bromide). The yield is 91.8%. Reaction SMILES: [F:1][C:2]1[CH:7]=[CH:6][C:5]([C:8]([C:18]2[CH:23]=[CH:22][C:21]([F:24])=[CH:20][CH:19]=2)=[C:9]([C:12]2[N:16]([CH3:17])[N:15]=[N:14][N:13]=2)[CH2:10][Br:11])=[CH:4][CH:3]=1.[C:25]1([P:31]([C:38]2[CH:43]=[CH:42][CH:41]=[CH:40][CH:39]=2)[C:32]2[CH:37]=[CH:36][CH:35]=[CH:34][CH:33]=2)[CH:30]=[CH:29][CH:28]=[CH:27][CH:26]=1>C1CCCCC1>[Br-:11].[F:1][C:2]1[CH:7]=[CH:6][C:5]([C:8]([C:18]2[CH:23]=[CH:22][C:21]([F:24])=[CH:20][CH:19]=2)=[C:9]([C:12]2[N:16]([CH3:17])[N:15]=[N:14][N:13]=2)[CH2:10][P+:31]([C:32]2[CH:33]=[CH:34][CH:35]=[CH:36][CH:37]=2)([C:38]2[CH:43]=[CH:42][CH:41]=[CH:40][CH:39]=2)[C:25]2[CH:26]=[CH:27][CH:28]=[CH:29][CH:30]=2)=[CH:4][CH:3]=1 |f:3.4|. Procedure: A slurry of 3,3-bis(4-fluorophenyl)-1-bromo-2-(1-methyl-1H-tetrazol-5-yl)-2-propene (1.95 g, 0.005 mole) [prepared in Example 80, Step D] and triphenylphosphine (1.3 g, 0.005 mole) in cyclohexane (25 mL) was heated to reflux. The reaction mixture became a clear solution after 30 minutes and a white precipitate appeared after 1 hour. The mixture was heated for an additional 8 hours, cooled to ambient temperature and the solid was collected by filtration and washed with diethyl ether. This white p...